Dataset: the Open Reaction Database (ORD), a public repository of structured organic reaction records. Task: describe an organic reaction: reactants, conditions, products, and yield The reactants are COc1ccc(C#CBr)cc1F, Cc1ccc2[nH]c3c(c2c1)CCN(C)CC3, Cc1ccccc1, [K+], [K+], [K+], O=P([O-])([O-])[O-], c1cnc2c(c1)ccc1cccnc12. Product: COc1ccc(C#Cn2c3c(c4cc(C)ccc42)CCN(C)CC3)cc1F. Reaction SMILES: [Br:39][C:40]#[C:41][c:42]1[cH:43][c:44]([F:50])[c:45]([O:48][CH3:49])[cH:46][cH:47]1.[CH3:1][N:2]1[CH2:3][CH2:4][c:5]2[nH:6][c:7]3[cH:8][cH:9][c:10]([CH3:16])[cH:11][c:12]3[c:13]2[CH2:14][CH2:15]1.[CH3:51][c:52]1[cH:53][cH:54][cH:55][cH:56][cH:57]1.[K+:36].[K+:37].[K+:38].[P:31]([O-:32])([O-:33])([O-:34])=[O:35].[cH:17]1[cH:18][c:19]2[cH:20][cH:21][c:22]3[c:23]([c:24]2[n:25][cH:26]1)[n:27][cH:28][cH:29][cH:30]3>>[CH3:1][N:2]1[CH2:3][CH2:4][c:5]2[n:6]([C:40]#[C:41][c:42]3[cH:43][c:44]([F:50])[c:45]([O:48][CH3:49])[cH:46][cH:47]3)[c:7]3[cH:8][cH:9][c:10]([CH3:16])[cH:11][c:12]3[c:13]2[CH2:14][CH2:15]1.